From a dataset of the Open Reaction Database (ORD), a public repository of structured organic reaction records. describe an organic reaction: reactants, conditions, products, and yield Reactants: CCOC(C)=O, O=[N+]([O-])c1ccc2c(O)ncnc2c1, CN(C)C=O. Yields the product Nc1ccc2c(O)ncnc2c1. As a reaction SMILES: [CH3:15][CH2:16][O:17][C:18]([CH3:19])=[O:20].[N+:1]([O-:2])(=[O:3])[c:4]1[cH:5][cH:6][c:7]2[c:8]([OH:14])[n:9][cH:10][n:11][c:12]2[cH:13]1.[O:21]=[CH:22][N:23]([CH3:24])[CH3:25]>>[NH2:1][c:4]1[cH:5][cH:6][c:7]2[c:8]([OH:14])[n:9][cH:10][n:11][c:12]2[cH:13]1.